This data is from the Open Reaction Database (ORD), a public repository of structured organic reaction records. The task is: describe an organic reaction: reactants, conditions, products, and yield Starting materials: C(CCC)OC(=O)N1CCN(CC1)C([C@H](CCOCC1=CC=CC=C1)NC(=O)C1=NC2=CC(=CC=C2C(=C1)O)C)=O (4-{(S)-4-Benzyloxy-2-[(4-hydroxy-7-methyl-quinoline-2-carbonyl)-amino]-butyryl}-piperazine-1-carboxylic acid butyl ester), C([O-])([O-])=O.[Cs+].[Cs+] (cesium carbonate), C(C)(C)(C)OC(CBr)=O (Bromo-acetic acid tert-butyl ester). The solvent is CN(C)C=O (DMF), O (water). Reaction conditions: time 2 hour. Product: C(CCC)OC(=O)N1CCN(CC1)C([C@H](CCOCC1=CC=CC=C1)NC(=O)C1=NC2=CC(=CC=C2C(=C1)OCC(=O)OC(C)(C)C)C)=O (4-{(S)-4-Benzyloxy-2-[(4-tert-butoxycarbonylmethoxy-7-methyl-quinoline-2-carbonyl)-amino]-butyryl}-piperazine-1-carboxylic acid butyl ester). As a reaction SMILES: [CH2:1]([O:5][C:6]([N:8]1[CH2:13][CH2:12][N:11]([C:14](=[O:41])[C@@H:15]([NH:26][C:27]([C:29]2[CH:38]=[C:37]([OH:39])[C:36]3[C:31](=[CH:32][C:33]([CH3:40])=[CH:34][CH:35]=3)[N:30]=2)=[O:28])[CH2:16][CH2:17][O:18][CH2:19][C:20]2[CH:25]=[CH:24][CH:23]=[CH:22][CH:21]=2)[CH2:10][CH2:9]1)=[O:7])[CH2:2][CH2:3][CH3:4].C(=O)([O-])[O-].[Cs+].[Cs+].[C:48]([O:52][C:53](=[O:56])[CH2:54]Br)([CH3:51])([CH3:50])[CH3:49]>CN(C=O)C.O>[CH2:1]([O:5][C:6]([N:8]1[CH2:9][CH2:10][N:11]([C:14](=[O:41])[C@@H:15]([NH:26][C:27]([C:29]2[CH:38]=[C:37]([O:39][CH2:54][C:53]([O:52][C:48]([CH3:51])([CH3:50])[CH3:49])=[O:56])[C:36]3[C:31](=[CH:32][C:33]([CH3:40])=[CH:34][CH:35]=3)[N:30]=2)=[O:28])[CH2:16][CH2:17][O:18][CH2:19][C:20]2[CH:21]=[CH:22][CH:23]=[CH:24][CH:25]=2)[CH2:12][CH2:13]1)=[O:7])[CH2:2][CH2:3][CH3:4] |f:1.2.3|. Reported procedure: To a solution of 650 mg of 4-{(S)-4-Benzyloxy-2-[(4-hydroxy-7-methyl-quinoline-2-carbonyl)-amino]-butyryl}-piperazine-1-carboxylic acid butyl ester in 7.7 ml of DMF, 414 mg of cesium carbonate and 248 mg of Bromo-acetic acid tert-butyl ester was added and the reaction mixture was stirred for 2 h at RT. Then, the reaction mixture was diluted with water and extracted with ethyl acetate. The organic phase was dried over MgSO4 and the solvents were removed under reduced pressure. The crude product w... As a reaction SMILES: [Cl:43][CH2:44][Cl:45].[NH2:1][C:2]([CH:3]([CH2:4][c:5]1[cH:6][cH:7][c:8](-[c:11]2[cH:12][cH:13][c:14]3[c:15]([n:16]([CH2:20][CH2:21][O:22][CH3:23])[c:17](=[O:19])[o:18]3)[cH:24]2)[cH:9][cH:10]1)[NH:25][C:26](=[O:27])[C:28]1([NH:34][C:35]([O:36][C:37]([CH3:38])([CH3:39])[CH3:40])=[O:41])[CH2:29][CH2:30][O:31][CH2:32][CH2:33]1)=[O:42]>>[N:1]#[C:2][CH:3]([CH2:4][c:5]1[cH:6][cH:7][c:8](-[c:11]2[cH:12][cH:13][c:14]3[c:15]([n:16]([CH2:20][CH2:21][O:22][CH3:23])[c:17](=[O:19])[o:18]3)[cH:24]2)[cH:9][cH:10]1)[NH:25][C:26](=[O:27])[C:28]1([NH:34][C:35]([O:36][C:37]([CH3:38])([CH3:39])[CH3:40])=[O:41])[CH2:29][CH2:30][O:31][CH2:32][CH2:33]1. Product: COCCn1c(=O)oc2ccc(-c3ccc(CC(C#N)NC(=O)C4(NC(=O)OC(C)(C)C)CCOCC4)cc3)cc21. Starting materials: ClCCl, COCCn1c(=O)oc2ccc(-c3ccc(CC(NC(=O)C4(NC(=O)OC(C)(C)C)CCOCC4)C(N)=O)cc3)cc21. The reactants are COC=1C=C(CN2C(C(CC2)(CCS(=O)(=O)C)CC2=CC=C(C=C2)F)=O)C=C(C1OC)OC (1-(3,4,5-trimethoxy-benzyl)-3-(4-fluoro-phenylmethyl)-3-(2-methanesulfonyl-ethyl)-2-oxo-pyrrolidine), FC1=CC=C(CN2C(=NC3=C2C=CC=C3)C3(CCNCC3)O)C=C1 (4-[l-(4-fluoro-benzyl)-1H-benzoimidazol-2-yl]-4-hydroxy-piperidine). Yields the product COC=1C=C(CN2C(C(CC2)(CC2=CC=C(C=C2)F)CCN2CCC(CC2)(O)C2=NC3=C(N2CC2=CC=C(C=C2)F)C=CC=C3)=O)C=C(C1OC)OC (1-(3,4,5-Trimethoxy-benzyl)-3-[2-[4-[1-(4-fluoro-benzyl)-1H-benzoimidazol-2-yl]-4-hydroxy-piperidin-1-yl]-ethyl]-3-(4-fluoro-phenylmethyl)-2-oxo-pyrrolidine). Reaction SMILES: [CH3:1][O:2][C:3]1[CH:4]=[C:5]([CH:27]=[C:28]([O:32][CH3:33])[C:29]=1[O:30][CH3:31])[CH2:6][N:7]1[CH2:11][CH2:10][C:9]([CH2:18][C:19]2[CH:24]=[CH:23][C:22]([F:25])=[CH:21][CH:20]=2)([CH2:12][CH2:13]S(C)(=O)=O)[C:8]1=[O:26].[F:34][C:35]1[CH:57]=[CH:56][C:38]([CH2:39][N:40]2[C:44]3[CH:45]=[CH:46][CH:47]=[CH:48][C:43]=3[N:42]=[C:41]2[C:49]2([OH:55])[CH2:54][CH2:53][NH:52][CH2:51][CH2:50]2)=[CH:37][CH:36]=1>>[CH3:1][O:2][C:3]1[CH:4]=[C:5]([CH:27]=[C:28]([O:32][CH3:33])[C:29]=1[O:30][CH3:31])[CH2:6][N:7]1[CH2:11][CH2:10][C:9]([CH2:12][CH2:13][N:52]2[CH2:53][CH2:54][C:49]([C:41]3[N:40]([CH2:39][C:38]4[CH:56]=[CH:57][C:35]([F:34])=[CH:36][CH:37]=4)[C:44]4[CH:45]=[CH:46][CH:47]=[CH:48][C:43]=4[N:42]=3)([OH:55])[CH2:50][CH2:51]2)([CH2:18][C:19]2[CH:24]=[CH:23][C:22]([F:25])=[CH:21][CH:20]=2)[C:8]1=[O:26]. Procedure details: Prepare by the method of Example 6.6.2 using 1-(3,4,5-trimethoxy-benzyl)-3-(4-fluoro-phenylmethyl)-3-(2-methanesulfonyl-ethyl)-2-oxo-pyrrolidine and 4-[l-(4-fluoro-benzyl)-1H-benzoimidazol-2-yl]-4-hydroxy-piperidine to give the title compound: Rf=0.38 (silica gel, 30% methanol/ethyl acetate). Starting materials: C(#N)C(C(=O)OCC)C1=CC=CC=C1 (ethyl 2-cyano-2-phenylacetate), (R,R)-trans-1-[3,5-bis(trifluoromethyl)phenyl]-3-[2-(N,N-dimethylamino)cyclohexyl]thiourea, N(=NC(=O)OC(C)C)C(=O)OC(C)C (diisopropyl azodicarboxylate). Solvent: C1(=CC=CC=C1)C (toluene). Conditions: time 15 minute. Product: C(C)(C)OC(=O)N(NC(=O)OC(C)C)[C@@](C(=O)OCC)(C1=CC=CC=C1)C#N (ethyl(S)-N,N′-bis(isopropoxycarbonyl)-2-cyano-2-hydrazino-2-phenylacetate). The yield is 105.8%. As a reaction SMILES: [C:1]([CH:3]([C:9]1[CH:14]=[CH:13][CH:12]=[CH:11][CH:10]=1)[C:4]([O:6][CH2:7][CH3:8])=[O:5])#[N:2].[N:15]([C:23]([O:25][CH:26]([CH3:28])[CH3:27])=[O:24])=[N:16][C:17]([O:19][CH:20]([CH3:22])[CH3:21])=[O:18]>C1(C)C=CC=CC=1>[CH:20]([O:19][C:17]([N:16]([C@:3]([C:1]#[N:2])([C:9]1[CH:14]=[CH:13][CH:12]=[CH:11][CH:10]=1)[C:4]([O:6][CH2:7][CH3:8])=[O:5])[NH:15][C:23]([O:25][CH:26]([CH3:28])[CH3:27])=[O:24])=[O:18])([CH3:22])[CH3:21]. Reported procedure: To a solution of ethyl 2-cyano-2-phenylacetate (23.0 mg, 0.11 mmol) and (R,R)-trans-1-[3,5-bis(trifluoromethyl)phenyl]-3-[2-(N,N-dimethylamino)cyclohexyl]thiourea (4.1 mg, 0.01 mmol) in toluene (1 mL) was added diisopropyl azodicarboxylate (21.5 μL, 0.10 mmol) at −78° C. After stirring for 15 min, the reaction mixture was concentrated. The residue was purified by silica gel column (hexane/ethyl acetate=3/1) to give the title compound (41.4 mg, yield: 100%, optical purity: 76% ee). Colorless amor... Starting materials: CCC(C=O)NC(=O)OC(C)(C)C, C1CCOC1, CC(C)[Mg+], [Cl-], c1cnc2ncoc2c1. Product: CCC(NC(=O)OC(C)(C)C)C(O)c1nc2ncccc2o1. RXN SMILES: [C:15]([CH3:16])([CH3:17])([CH3:18])[O:19][C:20](=[O:21])[NH:22][CH:23]([CH:24]=[O:25])[CH2:26][CH3:27].[CH2:28]1[O:29][CH2:30][CH2:31][CH2:32]1.[CH:11]([Mg+:12])([CH3:13])[CH3:14].[Cl-:10].[cH:1]1[cH:2][n:3][c:4]2[n:5][cH:6][o:7][c:8]2[cH:9]1>>[cH:1]1[cH:2][n:3][c:4]2[n:5][c:6]([CH:24]([CH:23]([NH:22][C:20]([O:19][C:15]([CH3:16])([CH3:17])[CH3:18])=[O:21])[CH2:26][CH3:27])[OH:25])[o:7][c:8]2[cH:9]1. Reactants: O=S(=O)(Cl)c1ccc(Br)cc1, CCOC(C)=O, Cl, Nc1ccc(Cl)cc1C(=O)c1ccccc1, O, c1ccncc1. Product: O=C(c1ccccc1)c1cc(Cl)ccc1NS(=O)(=O)c1ccc(Br)cc1. RXN SMILES: [Br:17][c:18]1[cH:19][cH:20][c:21]([S:24](=[O:25])(=[O:26])[Cl:27])[cH:22][cH:23]1.[CH3:35][CH2:36][O:37][C:38]([CH3:39])=[O:40].[ClH:28].[NH2:1][c:2]1[c:3]([C:4](=[O:5])[c:6]2[cH:7][cH:8][cH:9][cH:10][cH:11]2)[cH:12][c:13]([Cl:16])[cH:14][cH:15]1.[OH2:41].[cH:29]1[cH:30][cH:31][n:32][cH:33][cH:34]1>>[NH:1]([c:2]1[c:3]([C:4](=[O:5])[c:6]2[cH:7][cH:8][cH:9][cH:10][cH:11]2)[cH:12][c:13]([Cl:16])[cH:14][cH:15]1)[S:24]([c:21]1[cH:20][cH:19][c:18]([Br:17])[cH:23][cH:22]1)(=[O:25])=[O:26]. Reactants: ClCCl, CO, CSC(C(=O)O)c1cccs1, [Na], O=[W](=O)([O-])[O-], O, OO, c1ccccc1. The product is CS(=O)(=O)C(C(=O)O)c1cccs1. As a reaction SMILES: [CH2:15]([Cl:16])[Cl:17].[CH3:18][OH:19].[CH3:1][S:2][CH:3]([C:4](=[O:5])[OH:6])[c:7]1[s:8][cH:9][cH:10][cH:11]1.[Na:26].[O-:27][W:28](=[O:29])(=[O:30])[O-:31].[OH2:14].[OH:12][OH:13].[cH:20]1[cH:21][cH:22][cH:23][cH:24][cH:25]1>>[CH3:1][S:2]([CH:3]([C:4](=[O:5])[OH:6])[c:7]1[s:8][cH:9][cH:10][cH:11]1)(=[O:14])=[O:19].